The task is: describe an organic reaction: reactants, conditions, products, and yield. This data is from the Open Reaction Database (ORD), a public repository of structured organic reaction records. Starting materials: O (H2O), BrC=1C=C2C(C(=O)OC2=O)=CC1 (4-bromophthalic anhydride), NC1=C2C(CC2)=CC=C1 (4-amino-benzocyclobutene), [N+](=O)([O-])C1=C2C(CC2)=CC=C1 (4-nitro-benzocyclobutene). Solvent: C(C)(=O)O (acetic acid). The product is C1=CC2=C1C=CC(=C2)N2C(C=1C(C2=O)=CC(=CC1)Br)=O (N-4-benzocyclobutenyl 4-bromophthalimide). RXN SMILES: [Br:1][C:2]1[CH:3]=[C:4]2[C:9](=[O:10])[O:8][C:6](=O)[C:5]2=[CH:11][CH:12]=1.N[C:14]1[CH:21]=[CH:20][CH:19]=[C:16]2[CH2:17][CH2:18][C:15]=12.[N+:22](C1C=CC=C2CCC=12)([O-])=O.O>C(O)(=O)C>[CH:18]1[C:15]2[CH:14]=[CH:21][C:20]([N:22]3[C:9](=[O:10])[C:4]4=[CH:3][C:2]([Br:1])=[CH:12][CH:11]=[C:5]4[C:6]3=[O:8])=[CH:19][C:16]=2[CH:17]=1. Procedure details: A mixture of 4-bromophthalic anhydride (12.4 g, 54.6 mmoles) and 4-amino-benzocyclobutene (6.5 g., 54.5 mmoles), freshly prepared from the catalytic hydrogenation of 4-nitro-benzocyclobutene, were gently refluxed in glacial acetic acid (120 ml) under nitrogen atmosphere for about 17 hrs. The resultant dark but homogeneous reaction mixture was allowed to cool to room temperature under N2 and then poured into approximately 750 ml of H2O. Precipitation of gray solid immediately took place. Then, ab... Reactants: BrCc1ccccc1, CCC1C(=O)Nc2cc(F)ccc2N1C(=O)c1cccc(OC)c1, CCC1C(=O)N(Cc2ccccc2)c2cc(F)ccc2N1C(=O)c1ccc(OC)cc1, [I-], [K+]. Yields the product CCC1C(=O)N(Cc2ccccc2)c2cc(F)ccc2N1C(=O)c1cccc(OC)c1. Reaction SMILES: [Br:27][CH2:28][c:29]1[cH:30][cH:31][cH:32][cH:33][cH:34]1.[CH2:1]([CH3:2])[CH:3]1[C:4](=[O:24])[NH:5][c:6]2[cH:7][c:8]([F:23])[cH:9][cH:10][c:11]2[N:12]1[C:13]([c:14]1[cH:15][c:16]([O:20][CH3:21])[cH:17][cH:18][cH:19]1)=[O:22].[CH2:35]([N:36]1[c:37]2[c:38]([cH:39][cH:40][c:41]([F:42])[cH:43]2)[N:44]([C:45](=[O:46])[c:47]2[cH:48][cH:49][c:50]([O:51][CH3:52])[cH:53][cH:54]2)[CH:55]([CH2:56][CH3:57])[C:58]1=[O:59])[c:60]1[cH:61][cH:62][cH:63][cH:64][cH:65]1.[I-:26].[K+:25]>>[CH2:1]([CH3:2])[CH:3]1[C:4](=[O:24])[N:5]([CH2:28][c:29]2[cH:30][cH:31][cH:32][cH:33][cH:34]2)[c:6]2[cH:7][c:8]([F:23])[cH:9][cH:10][c:11]2[N:12]1[C:13]([c:14]1[cH:15][c:16]([O:20][CH3:21])[cH:17][cH:18][cH:19]1)=[O:22].